From a dataset of the Open Reaction Database (ORD), a public repository of structured organic reaction records. describe an organic reaction: reactants, conditions, products, and yield The reactants are Cl (HCl), ClC1=CC(=CC=2B(OC(C21)CC(=O)O)O)O (2-(4-chloro-1,6-dihydroxy-1,3-dihydrobenzo[c][1,2]oxaborol-3-yl)acetic acid), [OH-].[Na+] (NaOH), ClC(=O)OCC (ethyl chloroformate). Run in O (H2O). Run at time 30 minute. Product: ClC1=CC(=CC=2B(OC(C21)CC(=O)O)O)OC(=O)OCC (2-(4-Chloro-6-(ethoxycarbonyloxy)-1-hydroxy-1,3-dihydrobenzo[c][1,2]oxaborol-3-yl)acetic acid). Yield: 21.5%. As a reaction SMILES: [Cl:1][C:2]1[C:10]2[CH:9]([CH2:11][C:12]([OH:14])=[O:13])[O:8][B:7]([OH:15])[C:6]=2[CH:5]=[C:4]([OH:16])[CH:3]=1.[OH-].[Na+].Cl[C:20]([O:22][CH2:23][CH3:24])=[O:21].Cl>O>[Cl:1][C:2]1[C:10]2[CH:9]([CH2:11][C:12]([OH:14])=[O:13])[O:8][B:7]([OH:15])[C:6]=2[CH:5]=[C:4]([O:16][C:20]([O:22][CH2:23][CH3:24])=[O:21])[CH:3]=1 |f:1.2|. Procedure details: To the suspension of the crude 2-(4-chloro-1,6-dihydroxy-1,3-dihydrobenzo[c][1,2]oxaborol-3-yl)acetic acid (180 mg, 0.74 mmol) and NaOH (30 mg, 0.74 mmol) in 8 mL H2O was added ethyl chloroformate (96 mg, 0.89 mol) dropwise at 0° C. The reaction mixture was stirred at room temperature for 30 min and acidified to pH=5.0 using 1N HCl. The resulting mixture was extracted with EtOAc (3×10 mL) and the combined organic layers were dried over anhydrous Na2SO4 and concentrated in vacuo. The residue was ... The reactants are ClC1=NC=C(C=C1[N+](=O)[O-])[N+](=O)[O-] (2-chloro-3,5-dinitropyridine), NN (hydrazine). Run in CO (methanol). Conditions: time 16 hour. Product: [N+](=O)([O-])C=1C=NC=C(C1)[N+](=O)[O-] (3,5-dinitropyridine). Reaction SMILES: Cl[C:2]1[C:7]([N+:8]([O-:10])=[O:9])=[CH:6][C:5]([N+:11]([O-:13])=[O:12])=[CH:4][N:3]=1.NN>CO>[N+:11]([C:5]1[CH:4]=[N:3][CH:2]=[C:7]([N+:8]([O-:10])=[O:9])[CH:6]=1)([O-:13])=[O:12]. Procedure details: A sample of 2-chloro-3,5-dinitropyridine is dissolved in methanol, hydrazine is added, and the reaction mixture is stirred for 16 hours. The solvent is removed, the residue is dissolved in water, silver acetate is added, and the mixture is heated at reflux for 3 hours. The solution is adjusted to a basic pH, and product is extracted with CHCl3. Reactants: C[Si](Cl)(C)C (trimethylchlorosilane), BrC=1CC2=CC=CC=C2C1 (2-bromoindene), [Mg] (magnesium). Product: C1C=CC2=CC=CC=C12.Br[Mg] (Bromomagnesium indene), C[Si](C=1CC2=CC=CC=C2C1)(C)C (2-trimethylsilylindene). As a reaction SMILES: [Br:1][C:2]1[CH2:3][C:4]2[C:9]([CH:10]=1)=[CH:8][CH:7]=[CH:6][CH:5]=2.[Mg:11].[CH3:12][Si:13]([CH3:16])([CH3:15])Cl>>[CH2:10]1[C:9]2[C:4](=[CH:5][CH:6]=[CH:7][CH:8]=2)[CH:3]=[CH:2]1.[Br:1][Mg:11].[CH3:12][Si:13]([CH3:16])([CH3:15])[C:2]1[CH2:3][C:4]2[C:9]([CH:10]=1)=[CH:8][CH:7]=[CH:6][CH:5]=2 |f:3.4|. Procedure details: Bromomagnesium indene was prepared from 10.0 g (51.3 mmol) of 2-bromoindene and 5 g of magnesium in a nitrogen stream. The reaction product was reacted with 6.5 ml of trimethylchlorosilane to obtain 7.14 g (37.9 mmol) of 2-trimethylsilylindene as a colorless oily product. Reactants: amine, C1(=CC=C(C=C1)Br)C (p-tolyl bromide), C1(=CC=CC=C1)C(=C(C)P(C1CCCCC1)C1CCCCC1)C1=CC=CC=C1 (1,1-Diphenyl-2-(dicyclohexylphosphino)propene), [Cl-].[NH4+] (ammonium chloride), amine, [Br-] (bromide), COC1=CC=C(C=C1)N (p-anisidine), CC(C)([O-])C.[Na+] (sodium t-butoxide), tris(dibenzylidene)dipalladium. Run in C1(=CC=CC=C1)C (toluene). Conditions: temperature 100 celsius, time 5 hour. The product is COC1=CC=C(C=C1)NC1=CC=C(C=C1)C (N-p-methoxyphenyl-N-p-tolylamine). The yield is 88.9%. RXN SMILES: [C:1]1([CH3:8])[CH:6]=[CH:5][C:4](Br)=[CH:3][CH:2]=1.[Br-].[CH3:10][O:11][C:12]1[CH:17]=[CH:16][C:15]([NH2:18])=[CH:14][CH:13]=1.CC(C)([O-])C.[Na+].C1(C(C2C=CC=CC=2)=C(P(C2CCCCC2)C2CCCCC2)C)C=CC=CC=1.[Cl-].[NH4+]>C1(C)C=CC=CC=1>[CH3:10][O:11][C:12]1[CH:17]=[CH:16][C:15]([NH:18][C:4]2[CH:5]=[CH:6][C:1]([CH3:8])=[CH:2][CH:3]=2)=[CH:14][CH:13]=1 |f:3.4,6.7|. Reported procedure: Into a reactor were introduced 0.330 g (1.93 mmol) of p-tolyl bromide and 4 mL of toluene under a nitrogen atmosphere. The bromide was dissolved in the solvent. To this solution were added 0.266 g (2.16 mmol) of p-anisidine, 0.226 g (2.35 mmol) of sodium t-butoxide, 8.5 mg (1 mol % based on the amine) of tris(dibenzylidene)dipalladium, and 32.3 mg (2 mmol % based on the amine) of the 1,1-diphenyl-2-(dicyclohexylphosphino)propene obtained in Example 2. The resultant reaction mixture was stirred a... Starting materials: COCOc1cc(Br)cc(Br)c1, [Li]CCCC, CCOCC, CN(C)C=O, O. Yields the product COCOc1cc(Br)cc(C=O)c1. As a reaction SMILES: [Br:6][c:7]1[cH:8][c:9]([Br:17])[cH:10][c:11]([O:13][CH2:14][O:15][CH3:16])[cH:12]1.[CH3:1][CH2:2][CH2:3][CH2:4][Li:5].[CH3:24][CH2:25][O:26][CH2:27][CH3:28].[O:18]=[CH:19][N:20]([CH3:21])[CH3:22].[OH2:23]>>[c:7]1([CH:19]=[O:18])[cH:8][c:9]([Br:17])[cH:10][c:11]([O:13][CH2:14][O:15][CH3:16])[cH:12]1. Reaction conditions: temperature 60 celsius, time 10 minute. RXN SMILES: BrCCBr.Cl[Si](C)(C)C.[C:10]([O:13][CH2:14]Br)(=[O:12])[CH3:11].Cl[C:17]1[N:22]=[C:21]([O:23][C:24]2[CH:25]=[C:26]3[C:30](=[CH:31][CH:32]=2)[NH:29][CH:28]=[CH:27]3)[CH:20]=[CH:19][N:18]=1>CN(C=O)C.C(Cl)Cl.[Zn].C1C=CC(P(C2C=CC=CC=2)[C-]2C=CC=C2)=CC=1.C1C=CC(P(C2C=CC=CC=2)[C-]2C=CC=C2)=CC=1.Cl[Pd]Cl.[Fe+2]>[C:10]([O:13][CH2:14][C:17]1[N:22]=[C:21]([O:23][C:24]2[CH:25]=[C:26]3[C:30](=[CH:31][CH:32]=2)[NH:29][CH:28]=[CH:27]3)[CH:20]=[CH:19][N:18]=1)(=[O:12])[CH3:11] |f:7.8.9.10|. Reagents/catalysts: [Zn] (zinc), C1=CC=C(C=C1)P([C-]2C=CC=C2)C3=CC=CC=C3.C1=CC=C(C=C1)P([C-]2C=CC=C2)C3=CC=CC=C3.Cl[Pd]Cl.[Fe+2] (Pd(dppf)Cl2). Starting materials: BrCCBr (1,2-dibromoethane), ClC1=NC=CC(=N1)OC=1C=C2C=CNC2=CC1 (5-(2-chloropyrimidin-4-yloxy)-1H-indole), ClC1=NC=CC(=N1)OC=1C=C2C=CNC2=CC1 (5-(2-chloropyrimidin-4-yloxy)-1H-indole), Cl[Si](C)(C)C (chlorotrimethylsilane), C(C)(=O)OCBr (bromomethyl acetate). Yields the product C(C)(=O)OCC1=NC=CC(=N1)OC=1C=C2C=CNC2=CC1 ((4-(1H-indol-5-yloxy)pyrimidin-2-yl)methyl acetate). Reported procedure: To a suspension of nano zinc metallic powder (Strem Chemicals; average particle size 75-125 nm) (1.34 g, 20.52 mmol) in DMF (8 ml) is added 1,2-dibromoethane (0.19 mL, 2.2 mmol). The heterogeneous mixture is heated to 60° C. and then stirred for 10 min. The mixture is cooled to room temperature and charged with chlorotrimethylsilane (0.24 mL, 1.8 mmol). The reaction vessel is then sonicated in a room temperature water bath for 30 min. The suspension is then left standing for ca. 30 min to permit... The solvent is CN(C)C=O (DMF), C(Cl)Cl (CH2Cl2), CN(C)C=O (DMF), C(Cl)Cl (DCM). Starting materials: FC(F)(F)C(=O)CC (trifluoromethylethylketone), C[Si](C)(C)C#C (trimethylsilylacetylene), C(CCC)[Li] (n-butyllithium), hexanes, [Cl-].[NH4+] (ammonium chloride). Run in C1CCOC1 (THF), C1CCOC1 (THF). Reaction conditions: temperature -78 celsius, time 4 hour. The product is FC(C(C#C[Si](C)(C)C)(CC)O)(F)F (3-(trifluoromethyl)-1-(trimethylsilyl)pent-1-yn-3-ol). RXN SMILES: [CH3:1][Si:2]([C:5]#[CH:6])([CH3:4])[CH3:3].C([Li])CCC.[F:12][C:13]([C:16]([CH2:18][CH3:19])=[O:17])([F:15])[F:14].[Cl-].[NH4+]>C1COCC1>[F:12][C:13]([F:15])([F:14])[C:16]([OH:17])([CH2:18][CH3:19])[C:6]#[C:5][Si:2]([CH3:4])([CH3:3])[CH3:1] |f:3.4|. Procedure: To a solution of trimethylsilylacetylene (6.0 g, 61.1 mmol) in THF (80 mL) cooled at −78° C., a 1.6M n-butyllithium in hexanes (38 mL, 61.1 mmol) was added dropwise. The solution was then stirred 1 hour, before a solution trifluoromethylethylketone (10 g, 79.4 mmol) in 25 mL of THF was added slowly. The reaction was stirred at −78° C. for 4 hours. The reaction was then poured into a saturated ammonium chloride solution and the aqueous layer was extracted (4×) with diethyl ether. The combined org...